This data is from the Open Reaction Database (ORD), a public repository of structured organic reaction records. The task is: describe an organic reaction: reactants, conditions, products, and yield The reactants are C(C)(C)(C)OC(=O)N1CCC(CC1)CCN1CC(N(CC1=O)C1=CC=C(C=C1)OCC(=O)OCC)=O (4-[2-(1-tert-butyloxycarbonylpiperidin-4-yl)ethyl]-1-(4-ethoxycarbonylmethyloxyphenyl)piperazin-2,5-dione), Cl (hydrochloric acid). Yields the product Cl.C(C)OC(=O)COC1=CC=C(C=C1)N1C(CN(C(C1)=O)CCC1CCNCC1)=O (1-(4-Ethoxycarbonylmethyloxyphenyl)-4-[2-(piperidin-4-yl)ethyl]piperazin-2,5-dione hydrochloride). Reaction SMILES: C(OC([N:8]1[CH2:13][CH2:12][CH:11]([CH2:14][CH2:15][N:16]2[C:21](=[O:22])[CH2:20][N:19]([C:23]3[CH:28]=[CH:27][C:26]([O:29][CH2:30][C:31]([O:33][CH2:34][CH3:35])=[O:32])=[CH:25][CH:24]=3)[C:18](=[O:36])[CH2:17]2)[CH2:10][CH2:9]1)=O)(C)(C)C.[ClH:37]>>[ClH:37].[CH2:34]([O:33][C:31]([CH2:30][O:29][C:26]1[CH:27]=[CH:28][C:23]([N:19]2[CH2:20][C:21](=[O:22])[N:16]([CH2:15][CH2:14][CH:11]3[CH2:12][CH2:13][NH:8][CH2:9][CH2:10]3)[CH2:17][C:18]2=[O:36])=[CH:24][CH:25]=1)=[O:32])[CH3:35] |f:2.3|. Procedure details: Prepared from 4-[2-(1-tert-butyloxycarbonylpiperidin-4-yl)ethyl]-1-(4-ethoxycarbonylmethyloxyphenyl)piperazin-2,5-dione and ethereal hydrochloric acid. Reactants: CCOC(OCC)N(C)C, Cc1ccccc1, COc1ccc(-c2n[nH]c(N)c2C#N)cc1. Product: COc1ccc(-c2n[nH]c(N=CN(C)C)c2C#N)cc1. Reaction SMILES: [CH2:17]([O:18][CH:20]([O:19][CH2:24][CH3:25])[N:21]([CH3:22])[CH3:23])[CH3:26].[CH3:27][c:28]1[cH:29][cH:30][cH:31][cH:32][cH:33]1.[NH2:1][c:2]1[c:3]([C:15]#[N:16])[c:4](-[c:7]2[cH:8][cH:9][c:10]([O:13][CH3:14])[cH:11][cH:12]2)[n:5][nH:6]1>>[N:1]([c:2]1[c:3]([C:15]#[N:16])[c:4](-[c:7]2[cH:8][cH:9][c:10]([O:13][CH3:14])[cH:11][cH:12]2)[n:5][nH:6]1)=[CH:20][N:21]([CH3:22])[CH3:23]. The reactants are Cl.CC(C(N)=N)C (2-methyl propanimidamide hydrochloride), ClC(SCl)(Cl)Cl (trichloromethanesulfenyl chloride), [OH-].[Na+] (sodium hydroxide). Run in C(Cl)Cl (methylene chloride). Reaction conditions: temperature 0 celsius, time 2 hour. Yields the product ClC1=NC(=NS1)C(C)C (5-chloro-3-(1-methylethyl)-1,2,4-thiadiazole). Yield: 60.8%. As a reaction SMILES: Cl.[CH3:2][CH:3]([CH3:7])[C:4](=[NH:6])[NH2:5].[Cl:8][C:9](Cl)(Cl)[S:10]Cl.[OH-].[Na+]>C(Cl)Cl>[Cl:8][C:9]1[S:10][N:5]=[C:4]([CH:3]([CH3:7])[CH3:2])[N:6]=1 |f:0.1,3.4|. Reported procedure: To a mixture of 2-methyl propanimidamide hydrochloride (5.0 g, 40.8 mmol), trichloromethanesulfenyl chloride (7.14 g, 38.4 mmol) in methylene chloride (200 mL) at 0° C. was added dropwise an aqueous solution of sodium hydroxide (50%, 9.9 mL) over 20 minutes. The reaction mixture was stirred for 2 h at 0° C. and then was allowed to warm to room temperature, and stirred for an additional 3 h. Ice was added to the reaction mixture, the mixture was separated, and the aqueous layer was extracted with... The reactants are Cl[C@H](C[C@@H](OC1=CC=C(C(=O)O)C=C1)C)C ((S, S)-4-(3'-chloro-1'-methylbutoxy)benzoic acid), C(CCC)OC1=CC=C(C=C1)C1=C(C=CC=C1)O (4-n-butoxyphenyl phenol), C1(CCCCC1)N=C=NC1CCCCC1 (dicyclohexylcarbodiimide). The solvent is C(Cl)Cl (methylene chloride). Yields the product C(CCC)OC1=CC=C(C=C1)C1=CC=C(C=C1)OC(C1=CC=C(C=C1)O[C@H](C[C@H](C)Cl)C)=O ((S,S)-4-(3'-chloro-1'-methylbutoxy)benzoic acid-4-(4'-n-butoxyphenyl)phenyl ester). Yield: 49.5%. Reaction SMILES: [Cl:1][C@@H:2]([CH3:16])[CH2:3][C@H:4]([CH3:15])[O:5][C:6]1[CH:14]=[CH:13][C:9]([C:10]([OH:12])=[O:11])=[CH:8][CH:7]=1.[CH2:17]([O:21][C:22]1[CH:27]=[CH:26][C:25]([C:28]2[CH:33]=[CH:32][CH:31]=[CH:30][C:29]=2O)=[CH:24][CH:23]=1)[CH2:18][CH2:19][CH3:20].C1(N=C=NC2CCCCC2)CCCCC1>C(Cl)Cl>[CH2:17]([O:21][C:22]1[CH:27]=[CH:26][C:25]([C:28]2[CH:33]=[CH:32][C:31]([O:11][C:10](=[O:12])[C:9]3[CH:13]=[CH:14][C:6]([O:5][C@@H:4]([CH3:15])[CH2:3][C@@H:2]([Cl:1])[CH3:16])=[CH:7][CH:8]=3)=[CH:30][CH:29]=2)=[CH:24][CH:23]=1)[CH2:18][CH2:19][CH3:20]. Procedure details: 0.21 g of (S, S)-4-(3'-chloro-1'-methylbutoxy)benzoic acid, 0.21 g of 4-n-butoxyphenyl phenol, 0.19 g of dicyclohexylcarbodiimide, 0.03 g of 4-pyrrolidinopyridene and 6 ml of methylene chloride were stirred together at room temperature for five hours. The dicyclohexyl urea thus precipitated was filtered and the filtrate was desolvated. The crude product thus obtained was purified by silica gel column chromatography with the use of a mixture of n-hexane and ethyl acetate (9:1) as a developing sol... Starting materials: Cl, CC(c1cccc2ccccc12)N(CC1CCN(c2c(F)cc(-c3noc(=O)[nH]3)cc2F)CC1c1ccccc1)C(=O)OC(C)(C)C, C1COCCO1. Yields the product Cl, CC(NCC1CCN(c2c(F)cc(-c3noc(=O)[nH]3)cc2F)CC1c1ccccc1)c1cccc2ccccc12. As a reaction SMILES: [ClH:54].[F:1][c:2]1[c:3]([N:15]2[CH2:16][CH:17]([c:42]3[cH:43][cH:44][cH:45][cH:46][cH:47]3)[CH:18]([CH2:21][N:22]([C:23](=[O:24])[O:25][C:26]([CH3:27])([CH3:28])[CH3:29])[CH:30]([CH3:31])[c:32]3[cH:33][cH:34][cH:35][c:36]4[cH:37][cH:38][cH:39][cH:40][c:41]34)[CH2:19][CH2:20]2)[c:4]([F:14])[cH:5][c:6](-[c:8]2[n:9][o:10][c:11](=[O:13])[nH:12]2)[cH:7]1.[O:48]1[CH2:49][CH2:50][O:51][CH2:52][CH2:53]1>>[ClH:54].[F:1][c:2]1[c:3]([N:15]2[CH2:16][CH:17]([c:42]3[cH:43][cH:44][cH:45][cH:46][cH:47]3)[CH:18]([CH2:21][NH:22][CH:30]([CH3:31])[c:32]3[cH:33][cH:34][cH:35][c:36]4[cH:37][cH:38][cH:39][cH:40][c:41]34)[CH2:19][CH2:20]2)[c:4]([F:14])[cH:5][c:6](-[c:8]2[n:9][o:10][c:11](=[O:13])[nH:12]2)[cH:7]1. Starting materials: [Cl-], Cl, O=N[O-], Nc1c(C(F)(F)F)ccc2ccncc12, [Na+], [Na+], [OH-], O. The product is FC(F)(F)c1ccc2ccncc2c1Cl. As a reaction SMILES: [Cl-:21].[ClH:16].[N:17]([O-:18])=[O:19].[NH2:1][c:2]1[c:3]([C:12]([F:13])([F:14])[F:15])[cH:4][cH:5][c:6]2[cH:7][cH:8][n:9][cH:10][c:11]12.[Na+:20].[Na+:23].[OH-:22].[OH2:24]>>[c:2]1([Cl:16])[c:3]([C:12]([F:13])([F:14])[F:15])[cH:4][cH:5][c:6]2[cH:7][cH:8][n:9][cH:10][c:11]12. The reactants are CC1=C(C=CC=C1)CC(=O)OC (methyl (2-methylphenyl)acetate), CN(/C=C(/C(=O)OC)\C1=C(C=CC=C1)C)C (methyl (E)-3-dimethylamino-2-(2-methylphenyl)prop-2-enoate). Yields the product O\C=C(/C(=O)OC)\C1=C(C=CC=C1)C (methyl (Z)-3-hydroxy-2-(2-methylphenyl)prop-2-enoate). RXN SMILES: [CH3:1][C:2]1[CH:7]=[CH:6][CH:5]=[CH:4][C:3]=1[CH2:8][C:9]([O:11][CH3:12])=[O:10].CN(C)/C=C(\C1C=CC=CC=1C)/[C:17](OC)=[O:18]>>[OH:18]/[CH:17]=[C:8](/[C:3]1[CH:4]=[CH:5][CH:6]=[CH:7][C:2]=1[CH3:1])\[C:9]([O:11][CH3:12])=[O:10]. Procedure details: In a similar to manner to Example 1, methyl (2-methylphenyl)acetate was converted to methyl (E)-3-dimethylamino-2-(2-methylphenyl)prop-2-enoate, bp 125°-7°/0.1 mm, which on cooling gave a crystalline solid, mp 48°-49°. This was then hydrolysed in a similar manner to Example 1, but using Amberlite IR 120 resin instead of Amberlyst 15, to give methyl (Z)-3-hydroxy-2-(2-methylphenyl)prop-2-enoate, obtained as an oil and which had the following nmr spectral data: 2.15(3H,s,Me), 3.67(3H,s,CO2Me), 7.0... The reactants are C([O-])([O-])=O.[Na+].[Na+] (sodium carbonate), FC(C(=O)O)(F)F (trifluoroacetic acid), C(C)(C)(C)OC(=O)C1(C(C1)C1=C(C(=C(C(=O)OCC)C=C1F)F)F)C(=O)OC(C)(C)C (ethyl 4-(2,2-di-tert-butoxycarbonylcyclopropyl)- 2,3,5-trifluorobenzoate), C(C)OCC (diethyl ether). Solvent: O (water). Run at time 12 hour. Yields the product C(=O)(O)C1C(C1)C1=C(C(=C(C(=O)OCC)C=C1F)F)F (ethyl 4-(2-carboxycyclopropyl)-2,3,5-trifluorobenzoate). Isolated yield 54.7%. Reaction SMILES: FC(F)(F)C(O)=O.C([O:12][C:13]([C:15]1(C(OC(C)(C)C)=O)[CH2:17][CH:16]1[C:18]1[C:28]([F:29])=[CH:27][C:21]([C:22]([O:24][CH2:25][CH3:26])=[O:23])=[C:20]([F:30])[C:19]=1[F:31])=[O:14])(C)(C)C.C(OCC)C.C(=O)([O-])[O-].[Na+].[Na+]>O>[C:13]([CH:15]1[CH2:17][CH:16]1[C:18]1[C:28]([F:29])=[CH:27][C:21]([C:22]([O:24][CH2:25][CH3:26])=[O:23])=[C:20]([F:30])[C:19]=1[F:31])([OH:14])=[O:12] |f:3.4.5|. Procedure: 18 ml of trifluoroacetic acid was added to 9.3 g of ethyl 4-(2,2-di-tert-butoxycarbonylcyclopropyl)- 2,3,5-trifluorobenzoate. The resulting mixture was stirred at room temperature for 12 hours. The reaction mixture was concentrated under reduced pressure. The residue obtained was directly heated with a burner for about 20 seconds to complete decarboxylation. To the reaction mixture were added 100 ml of diethyl ether and 200 ml of water in this order. The resulting mixture was adjusted to pH 9.5 ... Starting materials: C(C)(C)(C)OC(CNCC1=CC=CC=C1)=O (N-(benzyl)glycine-t-butyl ester), C1COC(=O)N1P(=O)(N2CCOC2=O)Cl (BOPCl), CCN(C(C)C)C(C)C (DIEA), N1C(=CC=C1)C(=O)O (pyrrole-2-carboxylic acid). The solvent is ClCCl (dichloromethane), C(C)(=O)OCC (ethyl acetate). Reaction conditions: time 30 minute. Product: C(C)(C)(C)OC(CN(CC1=CC=CC=C1)C(=O)C=1NC=CC1)=O ((Pyrrole-2-carbonyl)-N-(benzyl)glycine-t-butyl ester). The yield is 34.4%. As a reaction SMILES: [NH:1]1[CH:5]=[CH:4][CH:3]=[C:2]1[C:6]([OH:8])=O.C1N(P(Cl)(N2C(=O)OCC2)=O)C(=O)OC1.CCN(C(C)C)C(C)C.[C:33]([O:37][C:38](=[O:48])[CH2:39][NH:40][CH2:41][C:42]1[CH:47]=[CH:46][CH:45]=[CH:44][CH:43]=1)([CH3:36])([CH3:35])[CH3:34]>ClCCl.C(OCC)(=O)C>[C:33]([O:37][C:38](=[O:48])[CH2:39][N:40]([C:6]([C:2]1[NH:1][CH:5]=[CH:4][CH:3]=1)=[O:8])[CH2:41][C:42]1[CH:47]=[CH:46][CH:45]=[CH:44][CH:43]=1)([CH3:36])([CH3:34])[CH3:35]. Reported procedure: To a suspension containing 3.00 g (27.0 mmol) of pyrrole-2-carboxylic acid in 75 mL of anhydrous dichloromethane under a nitrogen atmosphere at 0° C. was added 6.96 g (27.0 mmol of BOPCl and 14.1 mL (81.0 mmol) of DIEA. After stirring for 30 minutes, 5.97 g (27.0 mmol) of N-(benzyl)glycine-t-butyl ester was added and the reaction allowed to warm to room temperature overnight. The reaction was diluted with ethyl acetate and washed with a 5% potassium hydrogensulfate, saturated sodium bicarbonate ... The reactants are CC1=NNC2=CC=C(C=C12)\C=C(/C#N)\C(C)=O ((2E)-2-[(3-Methyl-1H-indazol-5-yl)methylidene]-3-oxobutanenitrile), FC(C(CC#N)=O)(CC)F (4,4-Difluoro-3-oxohexanenitrile), C(C)(=O)[O-].[NH4+] (ammonium acetate). Solvent: CC(C)O (2-propanol), C(C)(=O)O (acetic acid). Reaction conditions: temperature 90 celsius, time 20 minute. The product is FC(CC)(F)C=1NC(=C(C(C1C#N)C=1C=C2C(=NNC2=CC1)C)C#N)C (rac-2-(1,1-Difluoropropyl)-6-methyl-4-(3-methyl-1H-indazol-5-yl)-1,4-dihydropyridine-3,5-dicarbonitrile). As a reaction SMILES: [CH3:1][C:2]1[C:10]2[C:5](=[CH:6][CH:7]=[C:8](/[CH:11]=[C:12](/[C:15](=O)[CH3:16])\[C:13]#[N:14])[CH:9]=2)[NH:4][N:3]=1.[F:18][C:19]([F:27])([CH2:25][CH3:26])[C:20](=O)[CH2:21][C:22]#[N:23].C([O-])(=O)C.[NH4+:32]>CC(O)C.C(O)(=O)C>[F:18][C:19]([C:20]1[NH:32][C:15]([CH3:16])=[C:12]([C:13]#[N:14])[CH:11]([C:8]2[CH:9]=[C:10]3[C:5](=[CH:6][CH:7]=2)[NH:4][N:3]=[C:2]3[CH3:1])[C:21]=1[C:22]#[N:23])([F:27])[CH2:25][CH3:26] |f:2.3|. Reported procedure: A solution of 113 mg (0.50 mmol) (2E)-2-[(3-methyl-1H-indazol-5-yl)methylidene]-3-oxobutanenitrile (Example 2A) and 432 mg (0.50 mmol based on 17% purity) 4,4-difluoro-3-oxohexanenitrile (Example 13A) in 2-propanol (334 μl) and acetic acid (170 μl) was treated with 116 mg (1.5 mmol) ammonium acetate and stirred for 20 min at 90° C. under microwave conditions. After cooling, the mixture was concentrated under reduced pressure, and the residue was suspended in p-xylene (1.5 ml). Small amounts of p...